From a dataset of the Open Reaction Database (ORD), a public repository of structured organic reaction records. describe an organic reaction: reactants, conditions, products, and yield Starting materials: [H-], [Na+], CN(C)C=O, COc1cc2c(Oc3ccccc3)ncnc2cc1O, Cc1ccc(S(=O)(=O)OCCOC2CCCC2)cc1. The product is COc1cc2c(Oc3ccccc3)ncnc2cc1OCCOC1CCCC1. RXN SMILES: [H-:21].[Na+:22].[O:42]=[CH:43][N:44]([CH3:45])[CH3:46].[OH:1][c:2]1[c:3]([O:19][CH3:20])[cH:4][c:5]2[c:6]([O:12][c:13]3[cH:14][cH:15][cH:16][cH:17][cH:18]3)[n:7][cH:8][n:9][c:10]2[cH:11]1.[c:23]1([CH3:24])[cH:25][cH:26][c:27]([S:28]([O:29][CH2:33][CH2:34][O:35][CH:36]2[CH2:37][CH2:38][CH2:39][CH2:40]2)(=[O:30])=[O:31])[cH:32][cH:41]1>>[O:1]([c:2]1[c:3]([O:19][CH3:20])[cH:4][c:5]2[c:6]([O:12][c:13]3[cH:14][cH:15][cH:16][cH:17][cH:18]3)[n:7][cH:8][n:9][c:10]2[cH:11]1)[CH2:33][CH2:34][O:35][CH:36]1[CH2:37][CH2:38][CH2:39][CH2:40]1. Reactants: FC1=C(OC2=CC=NC3=CC(=C(C=C23)OC)OC)C=CC(=C1)[N+](=O)[O-] (4-(2-fluoro-4-nitro-phenoxy)-6,7-dimethoxy-quinoline), Cl (HCl). Run in CO (MeOH). Run at time 48 hour. The product is COC=1C=C2C(=CC=NC2=CC1OC)OC1=C(C=C(N)C=C1)F (4-[(6,7-dimethoxy-4-quinolyl)oxy]-3-fluoro-aniline). Reaction SMILES: [F:1][C:2]1[CH:22]=[C:21]([N+:23]([O-])=O)[CH:20]=[CH:19][C:3]=1[O:4][C:5]1[C:14]2[C:9](=[CH:10][C:11]([O:17][CH3:18])=[C:12]([O:15][CH3:16])[CH:13]=2)[N:8]=[CH:7][CH:6]=1.Cl>CO>[CH3:16][O:15][C:12]1[CH:13]=[C:14]2[C:9](=[CH:10][C:11]=1[O:17][CH3:18])[N:8]=[CH:7][CH:6]=[C:5]2[O:4][C:3]1[CH:19]=[CH:20][C:21]([NH2:23])=[CH:22][C:2]=1[F:1]. Procedure details: To a suspension of A1 (230 mg, 0.67 mmol, 1.0 eq.) in MeOH (50 mL) Pd/C (10% w/w, 23 mg) and aq. HCl-solution (1N, 1.34 mL, 2.0 eq.) were added. The reaction mixture was stirred under hydrogen atmosphere (1 atm) at RT for 48 h. The suspension was filtered through a pad of Celite®. The solvent was removed in vacuo and the crude product was purified using an Isolute® SPE column SCX, loading the reaction mixture as a MeOH solution and then eluting the desired compound with 2N NH3 in MeOH. The title... The reactants are C(C1=CC=CC=C1)OCCCC1=NC(=NC(=C1)[Sn](C)(C)C)C#N (4-(3-benzyloxy-propyl)-6-trimethylstannanyl-pyrimidine-2-carbonitrile), FC(F)(F)C1=C(C=CC=C1)Br (trifluoromethylbromobenzene). The solvent is CN(C=O)C (dimethylformamide), C(C)(=O)OCC (ethyl acetate), O (water). Product: C(C1=CC=CC=C1)OCCCC1=NC(=NC(=C1)C1=CC(=CC=C1)C(F)(F)F)C#N (4-(3-benzyloxy-propyl)-6-(3-trifluoromethyl-phenyl)-pyrimidine-2-carbonitrile). As a reaction SMILES: [CH2:1]([O:8][CH2:9][CH2:10][CH2:11][C:12]1[CH:17]=[C:16]([Sn](C)(C)C)[N:15]=[C:14]([C:22]#[N:23])[N:13]=1)[C:2]1[CH:7]=[CH:6][CH:5]=[CH:4][CH:3]=1.[F:24][C:25]([C:28]1[CH:33]=[CH:32][CH:31]=[CH:30][C:29]=1Br)([F:27])[F:26]>CN(C)C=O.C(OCC)(=O)C.O>[CH2:1]([O:8][CH2:9][CH2:10][CH2:11][C:12]1[CH:17]=[C:16]([C:30]2[CH:31]=[CH:32][CH:33]=[C:28]([C:25]([F:27])([F:26])[F:24])[CH:29]=2)[N:15]=[C:14]([C:22]#[N:23])[N:13]=1)[C:2]1[CH:7]=[CH:6][CH:5]=[CH:4][CH:3]=1. Procedure details: A solution of 4-(3-benzyloxy-propyl)-6-trimethylstannanyl-pyrimidine-2-carbonitrile (100 mg), trifluoromethylbromobenzene (36□μL) and 1,1′-(bistriphenylphosphino)ferrocenedichloropalladium(II) (16 mg) in dimethylformamide (5 mL) was heated in microwave at 150° C. for 5 min. The resulting suspension was diluted with ethyl acetate and water (20 mL), the organic layer being separated, dried over sodium sulphate and evaporated at reduced pressure. Flash silica chromatography afforded 4-(3-benzyloxy-...